describe an organic reaction: reactants, conditions, products, and yield From a dataset of the Open Reaction Database (ORD), a public repository of structured organic reaction records. The reactants are C(C1=CC=CC=C1)N1CCC(CC1)N(C1=C(C=C(C=C1)F)[N+](=O)[O-])C (1-Benzyl-4-[N-methyl-N-(2-nitro-4-fluorophenyl)amino]piperidine), [H][H] (hydrogen), CC(=O)C (acetone), C(#N)[BH3-].[Na+] (sodium cyanoborohydride), CC(=O)C (Acetone), C(C)(=O)O (acetic acid), C(#N)[BH3-].[Na+] (sodium cyanoborohydride). Reagents/catalysts: [Pt]=O (platinum oxide). Run in CO (methanol), [OH-].[Na+] (sodium hydroxide), C(C)O (ethanol). Run at time 10 minute. Yields the product C(C1=CC=CC=C1)N1CCC(CC1)N(C1=C(C=C(C=C1)F)NC(C)C)C (1-Benzyl-4-[N-methyl-N-(2-isopropylamino-4-fluorophenyl) amino]piperidine). RXN SMILES: [CH2:1]([N:8]1[CH2:13][CH2:12][CH:11]([N:14]([CH3:25])[C:15]2[CH:20]=[CH:19][C:18]([F:21])=[CH:17][C:16]=2[N+:22]([O-])=O)[CH2:10][CH2:9]1)[C:2]1[CH:7]=[CH:6][CH:5]=[CH:4][CH:3]=1.[H][H].[CH3:28][C:29]([CH3:31])=O.C(O)(=O)C.C([BH3-])#N.[Na+]>C(O)C.CO.[OH-].[Na+].[Pt]=O>[CH2:1]([N:8]1[CH2:13][CH2:12][CH:11]([N:14]([CH3:25])[C:15]2[CH:20]=[CH:19][C:18]([F:21])=[CH:17][C:16]=2[NH:22][CH:29]([CH3:31])[CH3:28])[CH2:10][CH2:9]1)[C:2]1[CH:7]=[CH:6][CH:5]=[CH:4][CH:3]=1 |f:4.5,8.9|. Procedure details: 1 Benzyl-4-[N-methyl-N-(2-nitro-4-fluorophenyl)amino]piperidine (EXAMPLE 169, 3.0, 8.73 mmol) and platinum oxide (1.5 g) in 100 ml ethanol is hydrogenated under 69 kPa (10 psi) hydrogen for one hr. Filtration and evaporation of the solvent gives a product which is dissolved in methanol (0.2M) and cooled to 0°. Acetone (0.71 ml, 9.60 mmol) and acetic acid (5.0 ml, 87.3 mmol) is added. After 10 minutes of stirring, sodium cyanoborohydride (628 mg, 9.25 mmol) is added and the mixture warmed to 20°-...